Dataset: the Open Reaction Database (ORD), a public repository of structured organic reaction records. Task: describe an organic reaction: reactants, conditions, products, and yield Starting materials: C([O-])([O-])=O.[K+].[K+] (potassium carbonate), C(C)(C)O (isopropyl alcohol), C(C)(=O)O (acetic acid), [N+](=O)([O-])C1=C(C=CC=2CCCCC12)OCCCN1CCN(CC1)C1=CC=CC=C1 (5,6,7,8-tetrahydro-1-nitro-2-[3-(4-phenyl-1-piperazinyl)propoxy]naphthalene). Reagents/catalysts: [Fe] (Iron). The solvent is C(C)(=O)OCC (ethyl acetate), O (water), O (water). Conditions: time 2 hour. Product: NC1=C(C=CC=2CCCCC12)OCCCN1CCN(CC1)C1=CC=CC=C1 (1-amino-5,6,7,8-tetrahydro-2-[3-(4-phenyl-1-piperazinyl)propoxy]naphthalene). Yield: 96.4%. RXN SMILES: C(O)(C)C.C(O)(=O)C.[N+:9]([C:12]1[C:21]2[CH2:20][CH2:19][CH2:18][CH2:17][C:16]=2[CH:15]=[CH:14][C:13]=1[O:22][CH2:23][CH2:24][CH2:25][N:26]1[CH2:31][CH2:30][N:29]([C:32]2[CH:37]=[CH:36][CH:35]=[CH:34][CH:33]=2)[CH2:28][CH2:27]1)([O-])=O.C(=O)([O-])[O-].[K+].[K+]>O.[Fe].C(OCC)(=O)C>[NH2:9][C:12]1[C:21]2[CH2:20][CH2:19][CH2:18][CH2:17][C:16]=2[CH:15]=[CH:14][C:13]=1[O:22][CH2:23][CH2:24][CH2:25][N:26]1[CH2:31][CH2:30][N:29]([C:32]2[CH:33]=[CH:34][CH:35]=[CH:36][CH:37]=2)[CH2:28][CH2:27]1 |f:3.4.5|. Procedure details: Iron powder (15 g, 0.27 mol), isopropyl alcohol (45 ml), water (11 ml), and acetic acid (1.5 ml, 26.2 mmol) were added to 5,6,7,8-tetrahydro-1-nitro-2-[3-(4-phenyl-1-piperazinyl)propoxy]naphthalene (5.5g, 13.9 mmol) and stirred for 2 hours under reflux. After cooling the reaction mixture, the mixture was added with potassium carbonate (10 g) that was dissolved in a small volume of water. After stirring for several minutes, ethyl acetate was added to the reaction mixture and the precipitates were... The reactants are sodium borohydride NaBH4, CC/C=C\CC1C(CCC1=O)CC(=O)O ((+/−)-jasmonic acid), O (water). Solvent: C(C)O (ethanol). Conditions: temperature 50 celsius, time 4 hour. Product: OC1[C@@H]([C@H](CC1)CC(=O)O)C\C=C/CC ((+/−)-(1R,2R)-3-hydroxy-2-[(2Z)-2-Pentenyl]cyclopentaneacetic Acid). RXN SMILES: [CH3:1][CH2:2]/[CH:3]=[CH:4]\[CH2:5][CH:6]1[C:10](=[O:11])[CH2:9][CH2:8][CH:7]1[CH2:12][C:13]([OH:15])=[O:14].O>C(O)C>[OH:11][CH:10]1[CH2:9][CH2:8][C@H:7]([CH2:12][C:13]([OH:15])=[O:14])[C@H:6]1[CH2:5]/[CH:4]=[CH:3]\[CH2:2][CH3:1]. Procedure: In a 50 ml three-necked flask equipped with a refrigerant, a thermometer and a magnetic stirring device, 1 g (4.8 mmol) of (+/−)-jasmonic acid (b) was dissolved in 15 ml of absolute ethanol. 430 mg (11.4 mmol) of sodium borohydride NaBH4 was added. The mixture was stirred for 4 hours at 50° C. Once the reaction had ended, 5 ml of water was slowly added. The precipitate formed was filtered off. The filtrate was acidified to a pH=5 with hydrochloric acid and was then extracted with ethyl acetate (...